Dataset: the Open Reaction Database (ORD), a public repository of structured organic reaction records. Task: describe an organic reaction: reactants, conditions, products, and yield Starting materials: O[C@H](C)[C@@H]1[C@@H]2N(C(=C([C@@H]2C)C2=C(N3C(S2)=CN=C3)C)C(=O)OCC3=CC=C(C=C3)[N+](=O)[O-])C1=O (4-nitrobenzyl (1S,5R,6S)-6-((1R)-1-hydroxyethyl)-1-methyl-2-(3-methylimidazo[5,1-b]thiazol-2-yl)-1-carbapen-2-em-3-carboxylate), ( 1/15 ), P(=O)([O-])([O-])[O-] (phosphate), C(=O)NCC=1N=CN2C1SC=C2C=2C[C@H]1N(C2C(=O)[O-])C([C@@H]1[C@@H](C)O)=O.[Na+] (Sodium (5R,6S)-2-(7-formylaminomethyl imidazo[5,1-b]thiazol-3-yl)-6-((1R)-1-hydroxyethyl)-1-carbapen-2-em-3-carboxylate). Reagents/catalysts: [Pd] (Pd-C). Run in C1CCOC1 (THF). Reaction conditions: time 1 hour. The product is O[C@H](C)[C@@H]1[C@@H]2N(C(=C([C@@H]2C)C2=C(N3C(S2)=CN=C3)C)C(=O)O)C1=O ((1S,5R,6S)-6-((1R)-1-hydroxyethyl)-1-methyl-2-(3-methylimidazo[5,1-b]thiazol-2-yl)-1-carbapen-2-em-3-carboxylic Acid). Yield: 56.1%. As a reaction SMILES: [OH:1][C@@H:2]([C@H:4]1[C:33](=[O:34])[N:6]2[C:7]([C:20]([O:22]CC3C=CC([N+]([O-])=O)=CC=3)=[O:21])=[C:8]([C:11]3[S:15][C:14]4=[CH:16][N:17]=[CH:18][N:13]4[C:12]=3[CH3:19])[C@H:9]([CH3:10])[C@H:5]12)[CH3:3].P([O-])([O-])([O-])=O.C(NCC1N=CN2C(C3C[C@@H]4[C@@H]([C@H](O)C)C(=O)N4C=3C([O-])=O)=CSC=12)=O.[Na+]>C1COCC1.[Pd]>[OH:1][C@@H:2]([C@H:4]1[C:33](=[O:34])[N:6]2[C:7]([C:20]([OH:22])=[O:21])=[C:8]([C:11]3[S:15][C:14]4=[CH:16][N:17]=[CH:18][N:13]4[C:12]=3[CH3:19])[C@H:9]([CH3:10])[C@H:5]12)[CH3:3] |f:2.3|. Reported procedure: To a solution of 157.3 mg of 4-nitrobenzyl (1S,5R,6S)-6-((1R)-1-hydroxyethyl)-1-methyl-2-(3-methylimidazo[5,1-b]thiazol-2-yl)-1-carbapen-2-em-3-carboxylate in 3 ml of THF and 3 ml of {fraction (1/15)} M phosphate buffer (pH 6.8) was added 0.24 g of 100 Pd-C. The reactor was purged with hydrogen, the reaction mixture was stirred at room temperature for 1 hour. The catalyst was collected by filtration, and washed with 50 ml of water. The filtrate was diluted with 20 ml of ethyl acetate, separated,... The reactants are O=C([O-])[O-], Cc1nc(-c2cncc(Cl)n2)sc1C(=O)NCc1ccccc1, COC, [Na+], [Na+], O, OB(O)C=Cc1ccccc1. Product: Cc1nc(-c2cncc(C=Cc3ccccc3)n2)sc1C(=O)NCc1ccccc1. As a reaction SMILES: [C:24](=[O:25])([O-:26])[O-:27].[CH2:1]([c:2]1[cH:3][cH:4][cH:5][cH:6][cH:7]1)[NH:8][C:9](=[O:10])[c:11]1[c:12]([CH3:23])[n:13][c:14](-[c:16]2[n:17][c:18]([Cl:22])[cH:19][n:20][cH:21]2)[s:15]1.[CH3:42][O:43][CH3:44].[Na+:28].[Na+:29].[OH2:41].[c:30]1([CH:36]=[CH:37][B:38]([OH:39])[OH:40])[cH:31][cH:32][cH:33][cH:34][cH:35]1>>[CH2:1]([c:2]1[cH:3][cH:4][cH:5][cH:6][cH:7]1)[NH:8][C:9](=[O:10])[c:11]1[c:12]([CH3:23])[n:13][c:14](-[c:16]2[n:17][c:18]([CH:37]=[CH:36][c:30]3[cH:31][cH:32][cH:33][cH:34][cH:35]3)[cH:19][n:20][cH:21]2)[s:15]1. The reactants are NC1=NC=NC(=C1N)N (4,5,6-triaminopyrimidine), C(C(=O)C)(=O)OCC (ethyl pyruvate). The solvent is C(C)(=O)O (acetic acid). The product is NC1=NC=NC=2NC(C(=NC12)C)=O (4-amino-6-methyl-7(8H)-pteridone). RXN SMILES: [NH2:1][C:2]1[C:7]([NH2:8])=[C:6]([NH2:9])[N:5]=[CH:4][N:3]=1.[C:10](OCC)(=[O:14])[C:11]([CH3:13])=O>C(O)(=O)C>[NH2:1][C:2]1[C:7]2[N:8]=[C:11]([CH3:13])[C:10](=[O:14])[NH:9][C:6]=2[N:5]=[CH:4][N:3]=1. Reported procedure: More specifically, with reference to FIG. 2, 4,5,6-triaminopyrimidine (1), (see, J. Baddiley et al., J. Chem. Soc. 386 (1943)) and ethyl pyruvate are heated in glacial acetic acid for 2 hours. After cooling the precipitate is collected and washed with water and purified by recrystallization using a suitable solvent system, such as DMF/H2O, to yield 4-amino-6-methyl-7(8H)-pteridone (3) (see, D. Söll et al., Chem. Ber. 96:2977 (1963)). Compounds wherein R1 is an methyl group can be generated simil... Reactants: NC=1NC(=C(N1)C#N)C#N (2-amino-4,5-dicyanoimidazole), C([O-])(O)=O.[Na+] (sodium bicarbonate), ClC(=O)OCCCC (n-butyl chloroformate). The solvent is suspension, CC(=O)C (acetone). The product is NC=1N(C(=C(N1)C#N)C#N)C(=O)OCCCC (2-amino-1-n-butoxycarbonyl-4,5-dicyanoimidazole). As a reaction SMILES: [NH2:1][C:2]1[NH:3][C:4]([C:9]#[N:10])=[C:5]([C:7]#[N:8])[N:6]=1.C(=O)(O)[O-].[Na+].Cl[C:17]([O:19][CH2:20][CH2:21][CH2:22][CH3:23])=[O:18]>CC(C)=O>[NH2:1][C:2]1[N:3]([C:17]([O:19][CH2:20][CH2:21][CH2:22][CH3:23])=[O:18])[C:4]([C:9]#[N:10])=[C:5]([C:7]#[N:8])[N:6]=1 |f:1.2|. Reported procedure: 2 g of 2-amino-4,5-dicyanoimidazole was dissolved in 20 ml of suspension of acetone containing 1.3 g of sodium bicarbonate and then 2.1 g of n-butyl chloroformate was added dropwise to said solution at a room temperature. The resulting solution was refluxed during 30 minutes, and white crystal was separated out when the rection mixture was poured into ice-water. After recrystallizing the crude product from methanol, 2.7 g of the purified compound having a melting point of 170° to 172°C was obtai... Reaction SMILES: C([O:3][C:4](=O)[CH2:5][C:6]1([F:19])[CH2:11][CH2:10][N:9]([C:12]([O:14][C:15]([CH3:18])([CH3:17])[CH3:16])=[O:13])[CH2:8][CH2:7]1)C.[H-].C([Al+]CC(C)C)C(C)C>C(Cl)Cl>[F:19][C:6]1([CH2:5][CH2:4][OH:3])[CH2:7][CH2:8][N:9]([C:12]([O:14][C:15]([CH3:16])([CH3:17])[CH3:18])=[O:13])[CH2:10][CH2:11]1 |f:1.2|. The reactants are C(C)OC(CC1(CCN(CC1)C(=O)OC(C)(C)C)F)=O (tert-butyl 4-(2-ethoxy-2-oxoethyl)-4-fluoropiperidine-1-carboxylate), [H-].C(C(C)C)[Al+]CC(C)C (diisobutylaluminum hydride), ice. Procedure details: To tert-butyl 4-(2-ethoxy-2-oxoethyl)-4-fluoropiperidine-1-carboxylate (3.8 g) in DCM (20 ml) at −78° C. under nitrogen was added by syringe diisobutylaluminum hydride (2.2M in Toluene, 24 ml). The mixture was stirred at −78° C. for 2 hours, then warmed up to room temperature. The mixture was then poured to ice (100 g), acidified to pH 3, and extracted with ethyl acetate (200 ml+100 ml×3). Combined ethyl acetate layer was then dried over sodium sulphate, solvent removed to give tert-butyl 4-fluo... The solvent is C(Cl)Cl (DCM). Yields the product FC1(CCN(CC1)C(=O)OC(C)(C)C)CCO (tert-butyl 4-fluoro-4-(2-hydroxyethyl)piperidine-1-carboxylate). Run at temperature -78 celsius, time 2 hour. The reactants are CC(C)C(=O)NCc1cncc(Cl)c1COC1CCCCO1, COCC(=O)c1cncc(Cl)c1CO. Yields the product CC(C)C(=O)NCc1cncc(Cl)c1CO. RXN SMILES: [Cl:15][c:16]1[c:17]([CH2:29][O:30][CH:31]2[CH2:32][CH2:33][CH2:34][CH2:35][O:36]2)[c:18]([CH2:22][NH:23][C:24]([CH:25]([CH3:26])[CH3:27])=[O:28])[cH:19][n:20][cH:21]1.[Cl:1][c:2]1[c:3]([CH2:4][OH:5])[c:6]([C:7](=[O:8])[CH2:9][O:10][CH3:11])[cH:12][n:13][cH:14]1>>[Cl:15][c:16]1[c:17]([CH2:29][OH:30])[c:18]([CH2:22][NH:23][C:24]([CH:25]([CH3:26])[CH3:27])=[O:28])[cH:19][n:20][cH:21]1. Reactants: CN1N=C(C=C1C#N)C (2,5-Dimethyl-2H-pyrazole-3-carbonitrile). The reagents and catalysts are [Pd] (palladium on carbon). Run in C(C)O (ethanol). Run at time 17 hour. Product: CN1N=C(C=C1CN)C (C-(2,5-Dimethyl-2H-pyrazol-3-yl)-methylamine). Isolated yield 90.0%. RXN SMILES: [CH3:1][N:2]1[C:6]([C:7]#[N:8])=[CH:5][C:4]([CH3:9])=[N:3]1>[Pd].C(O)C>[CH3:1][N:2]1[C:6]([CH2:7][NH2:8])=[CH:5][C:4]([CH3:9])=[N:3]1. Reported procedure: A suspension of 2,5-Dimethyl-2H-pyrazole-3-carbonitrile (654 mg, 5.4 mmol) and 10% palladium on carbon (200 mg) in ethanol (15 mL) was shaken in a Parr hydrogenation apparatus under 45 psi H2 for 17 hr. The mixture was filtered through celite and the filtrate was concentrated under reduced pressure to give 608 mg of an oil which was used without any further purification. 1H NMR (CDCl3) δ 5.91 (1H, s), 3.81, 3.73 (2H,2s), 3.75 (3H, s), 2.21 (3H, s).